Dataset: the Open Reaction Database (ORD), a public repository of structured organic reaction records. Task: describe an organic reaction: reactants, conditions, products, and yield Starting materials: O=C([O-])[O-], CCC=CCC=CCC=CCC=CCC=CCC=CCCC(=O)N(C)CCNC(=O)OC(C)(C)C, ClCCl, O=C(O)C(F)(F)F, [Na+], [Na+]. The product is CCC=CCC=CCC=CCC=CCC=CCC=CCCC(=O)N(C)CCN. RXN SMILES: [C:43](=[O:44])([O-:45])[O-:46].[CH3:1][N:2]([C:3]([CH2:4][CH2:5][CH:6]=[CH:7][CH2:8][CH:9]=[CH:10][CH2:11][CH:12]=[CH:13][CH2:14][CH:15]=[CH:16][CH2:17][CH:18]=[CH:19][CH2:20][CH:21]=[CH:22][CH2:23][CH3:24])=[O:25])[CH2:26][CH2:27][NH:28][C:29](=[O:30])[O:31][C:32]([CH3:33])([CH3:34])[CH3:35].[Cl:49][CH2:50][Cl:51].[F:36][C:37]([F:38])([F:39])[C:40]([OH:41])=[O:42].[Na+:47].[Na+:48]>>[CH3:1][N:2]([C:3]([CH2:4][CH2:5][CH:6]=[CH:7][CH2:8][CH:9]=[CH:10][CH2:11][CH:12]=[CH:13][CH2:14][CH:15]=[CH:16][CH2:17][CH:18]=[CH:19][CH2:20][CH:21]=[CH:22][CH2:23][CH3:24])=[O:25])[CH2:26][CH2:27][NH2:28]. The reactants are C1(CCCCCC1)CCC(=O)Cl (cycloheptanepropionyl chloride), C(C)(C)(C)NCC(=O)C1=CC(=C(C=C1)OC(CCC1CCCCCC1)=O)OC(CCC1CCCCCC1)=O (3,4-bis(cycloheptanepropionyloxy)phenyl tert-butylaminomethyl ketone). Yields the product C1(CCCCCC1)CCC(=O)OC=1C=C(C(CNC(C)(C)C)O)C=CC1OC(CCC1CCCCCC1)=O (3,4-bis(cycloheptanepropionyloxy)-alpha-(tert-butylaminomethyl)benzyl alcohol). RXN SMILES: C1(CCC(Cl)=O)CCCCCC1.[C:13]([NH:17][CH2:18][C:19]([C:21]1[CH:26]=[CH:25][C:24]([O:27][C:28](=[O:38])[CH2:29][CH2:30][CH:31]2[CH2:37][CH2:36][CH2:35][CH2:34][CH2:33][CH2:32]2)=[C:23]([O:39][C:40](=[O:50])[CH2:41][CH2:42][CH:43]2[CH2:49][CH2:48][CH2:47][CH2:46][CH2:45][CH2:44]2)[CH:22]=1)=[O:20])([CH3:16])([CH3:15])[CH3:14]>>[CH:43]1([CH2:42][CH2:41][C:40]([O:39][C:23]2[CH:22]=[C:21]([CH:26]=[CH:25][C:24]=2[O:27][C:28](=[O:38])[CH2:29][CH2:30][CH:31]2[CH2:32][CH2:33][CH2:34][CH2:35][CH2:36][CH2:37]2)[CH:19]([OH:20])[CH2:18][NH:17][C:13]([CH3:16])([CH3:15])[CH3:14])=[O:50])[CH2:49][CH2:48][CH2:47][CH2:46][CH2:45][CH2:44]1. Reported procedure: Following the procedure described above in Example 15A but using cycloheptanepropionyl chloride instead of cyclohexanecarbonyl chloride the acylation product obtained is 3,4-bis(cycloheptanepropionyloxy)phenyl tert-butylaminomethyl ketone; and when this product is catalytically hydrogenated, using the procedure described above in Example 15B, there is obtained 3,4-bis(cycloheptanepropionyloxy)-alpha-(tert-butylaminomethyl)benzyl alcohol. Reactants: C#CC1(O)CN2CCC1CC2, CN(C)C=O, CCN(C(C)C)C(C)C, C=CC(O)COc1ccc(OS(=O)(=O)C(F)(F)F)c(Cc2ccccc2)n1, [I-], c1ccc(P(c2ccccc2)(c2ccccc2)[Pd](P(c2ccccc2)(c2ccccc2)c2ccccc2)(P(c2ccccc2)(c2ccccc2)c2ccccc2)P(c2ccccc2)(c2ccccc2)c2ccccc2)cc1. The product is C=CC(O)COc1ccc(C#CC2(O)CN3CCC2CC3)c(Cc2ccccc2)n1. RXN SMILES: [C:28](#[CH:29])[C:30]1([OH:38])[CH2:31][N:32]2[CH2:33][CH2:34][CH:35]1[CH2:36][CH2:37]2.[CH3:126][N:127]([CH3:128])[CH:129]=[O:130].[CH:40]([N:41]([CH:42]([CH3:43])[CH3:44])[CH2:45][CH3:46])([CH3:47])[CH3:48].[F:1][C:2]([F:3])([F:4])[S:5]([O:6][c:7]1[c:8]([CH2:19][c:20]2[cH:21][cH:22][cH:23][cH:24][cH:25]2)[n:9][c:10]([O:13][CH2:14][CH:15]([CH:16]=[CH2:17])[OH:18])[cH:11][cH:12]1)(=[O:26])=[O:27].[I-:39].[cH:49]1[cH:50][cH:51][c:52]([P:53]([Pd:54]([P:55]([c:56]2[cH:57][cH:58][cH:59][cH:60][cH:61]2)([c:62]2[cH:63][cH:64][cH:65][cH:66][cH:67]2)[c:68]2[cH:69][cH:70][cH:71][cH:72][cH:73]2)([P:74]([c:75]2[cH:76][cH:77][cH:78][cH:79][cH:80]2)([c:81]2[cH:82][cH:83][cH:84][cH:85][cH:86]2)[c:87]2[cH:88][cH:89][cH:90][cH:91][cH:92]2)[P:93]([c:94]2[cH:95][cH:96][cH:97][cH:98][cH:99]2)([c:100]2[cH:101][cH:102][cH:103][cH:104][cH:105]2)[c:106]2[cH:107][cH:108][cH:109][cH:110][cH:111]2)([c:112]2[cH:113][cH:114][cH:115][cH:116][cH:117]2)[c:118]2[cH:119][cH:120][cH:121][cH:122][cH:123]2)[cH:124][cH:125]1>>[c:7]1([C:29]#[C:28][C:30]2([OH:38])[CH2:31][N:32]3[CH2:33][CH2:34][CH:35]2[CH2:36][CH2:37]3)[c:8]([CH2:19][c:20]2[cH:21][cH:22][cH:23][cH:24][cH:25]2)[n:9][c:10]([O:13][CH2:14][CH:15]([CH:16]=[CH2:17])[OH:18])[cH:11][cH:12]1. The reactants are CC(C)(C)c1cnc(CSc2cnc(NC(=O)Cc3ccc(CBr)cc3)s2)o1, CN(C)C=O, NCC(O)CO, C1CCOC1. Product: CC(C)(C)c1cnc(CSc2cnc(NC(=O)Cc3ccc(CNCC(O)CO)cc3)s2)o1. Reaction SMILES: [Br:1][CH2:2][c:3]1[cH:4][cH:5][c:6]([CH2:9][C:10](=[O:11])[NH:12][c:13]2[s:14][c:15]([S:18][CH2:19][c:20]3[o:21][c:22]([C:25]([CH3:26])([CH3:27])[CH3:28])[cH:23][n:24]3)[cH:16][n:17]2)[cH:7][cH:8]1.[CH3:35][N:36]([CH3:37])[CH:38]=[O:39].[NH2:29][CH2:30][CH:31]([CH2:32][OH:33])[OH:34].[O:40]1[CH2:41][CH2:42][CH2:43][CH2:44]1>>[CH2:2]([c:3]1[cH:4][cH:5][c:6]([CH2:9][C:10](=[O:11])[NH:12][c:13]2[s:14][c:15]([S:18][CH2:19][c:20]3[o:21][c:22]([C:25]([CH3:26])([CH3:27])[CH3:28])[cH:23][n:24]3)[cH:16][n:17]2)[cH:7][cH:8]1)[NH:29][CH2:30][CH:31]([CH2:32][OH:33])[OH:34]. Reactants: C(C#C)Br (propargyl bromide), C([O-])([O-])=O.[K+].[K+] (potassium carbonate), OC=1C=C(C=CC1OC)C1=CC(=CC=C1)CC(=O)OC (methyl (3′-hydroxy-4′-methoxybiphenyl-3-yl)acetate). Solvent: C(C)(=O)OCC (ethyl acetate), CN(C=O)C (N,N-dimethylformamide). Run at time 3 day. The product is COC1=C(C=C(C=C1)C1=CC(=CC=C1)CC(=O)OC)OCC#C (Methyl (4′-methoxy-3′-(2-propynyloxy)biphenyl-3-yl)acetate). As a reaction SMILES: [OH:1][C:2]1[CH:3]=[C:4]([C:10]2[CH:15]=[CH:14][CH:13]=[C:12]([CH2:16][C:17]([O:19][CH3:20])=[O:18])[CH:11]=2)[CH:5]=[CH:6][C:7]=1[O:8][CH3:9].[CH2:21](Br)[C:22]#[CH:23].C(=O)([O-])[O-].[K+].[K+]>CN(C)C=O.C(OCC)(=O)C>[CH3:9][O:8][C:7]1[CH:6]=[CH:5][C:4]([C:10]2[CH:15]=[CH:14][CH:13]=[C:12]([CH2:16][C:17]([O:19][CH3:20])=[O:18])[CH:11]=2)=[CH:3][C:2]=1[O:1][CH2:23][C:22]#[CH:21] |f:2.3.4|. Procedure: 207 mg methyl (3′-hydroxy-4′-methoxybiphenyl-3-yl)acetate was dissolved in 3 ml N,N-dimethylformamide, 0.17 ml propargyl bromide and 150 mg potassium carbonate were added thereto, and the mixture was stirred at room temperature for 3 days. The reaction mixture was diluted with ethyl acetate and washed with 1 N hydrochloric acid. The organic layer was dried over anhydrous magnesium sulfate and then filtered, and the filtrate was concentrated. The residue was purified by silica gel column chromato... Reactants: 11.1, ClC=1C=C(C=C(C1C(C#N)C1=CC=C(C=C1)Cl)Cl)N1N=C(C(NC1=O)=O)C(=O)O (2-[3,5-dichloro-4-[(4-chlorophenyl)cyanomethyl]phenyl]-2,3,4,5-tetrahydro-3,5-dioxo-1,2,4-triazine-6-carboxylic acid), ClC=1C=C(C=C(C1C(C#N)C1=CC=C(C=C1)Cl)Cl)N1N=C(C(NC1=O)=O)C(=O)O (2-[3,5-dichloro-4-[(4-chlorophenyl)cyanomethyl]phenyl]-2,3,4,5-tetrahydro-3,5-dioxo-1,2,4-triazine-6-carboxylic acid), SCC(=O)O (2-mercaptoacetic acid), C(O)([O-])=O.[Na+] (sodium hydrogen carbonate). Run in O (water). Reaction conditions: temperature 180 celsius. The product is ClC1=C(C(=CC(=C1)N1N=CC(NC1=O)=O)Cl)C(C#N)C1=CC=C(C=C1)Cl (2,6-dichloro-α-(4-chlorophenyl)-4-(4,5-dihydro-3,5-dioxo-1,2,4-triazin-2(3H)-yl)benzeneacetonitrile). As a reaction SMILES: [Cl:1][C:2]1[CH:3]=[C:4]([N:19]2[C:24](=[O:25])[NH:23][C:22](=[O:26])[C:21](C(O)=O)=[N:20]2)[CH:5]=[C:6]([Cl:18])[C:7]=1[CH:8]([C:11]1[CH:16]=[CH:15][C:14]([Cl:17])=[CH:13][CH:12]=1)[C:9]#[N:10].SCC(O)=O.C(=O)([O-])O.[Na+]>O>[Cl:18][C:6]1[CH:5]=[C:4]([N:19]2[C:24](=[O:25])[NH:23][C:22](=[O:26])[CH:21]=[N:20]2)[CH:3]=[C:2]([Cl:1])[C:7]=1[CH:8]([C:11]1[CH:16]=[CH:15][C:14]([Cl:17])=[CH:13][CH:12]=1)[C:9]#[N:10] |f:2.3|. Reported procedure: A mixture of 11.1 parts of 2-[3,5-dichloro-4-[(4-chlorophenyl)cyanomethyl]phenyl]-2,3,4,5-tetrahydro-3,5-dioxo-1,2,4-triazine-6-carboxylic acid (intermediate 5) and 15 parts of 2-mercaptoacetic acid is stirred and heated for 2 hours at 180 degrees C. The reaction mixture is cooled, water is added and the whole is treated with sodium hydrogen carbonate. The product is extracted with trichloromethane. The organic layer is dried, filtered and evaporated. The residue is purified by column chromatogr...